Dataset: the Open Reaction Database (ORD), a public repository of structured organic reaction records. Task: describe an organic reaction: reactants, conditions, products, and yield Reported procedure: 7.84 g (38.4 mmol) N-[3-(trifluoromethyl)phenyl]urea, 5.81 g (38.4 mmol) 4-nitro-benzaldehyde, 5.0 g (38.4 mmol) ethyl 3-oxobutanoate and 15 g polyphosphoric acid ethyl ester are suspended in 100 ml of THF. The mixture is stirred at reflux for 18 hours. After cooling down to room temperature, the solvent is removed in vacuo and the residue is purified by column chromatography on silica with toluene/etiyl acetate as eluent. Product: CC1=C(C(NC(N1C1=CC(=CC=C1)C(F)(F)F)=O)C1=CC=C(C=C1)[N+](=O)[O-])C(=O)OCC (Ethyl 6-methyl-4-(4-nitrophenyl)-2-oxo-1-[3-(trifluoromethyl)phenyl]-1,2,3,4-tetra-hydropyrimidine-5-carboxylate). Run in C1CCOC1 (THF). RXN SMILES: [F:1][C:2]([F:14])([F:13])[C:3]1[CH:4]=[C:5]([NH:9][C:10]([NH2:12])=[O:11])[CH:6]=[CH:7][CH:8]=1.[N+:15]([C:18]1[CH:25]=[CH:24][C:21]([CH:22]=O)=[CH:20][CH:19]=1)([O-:17])=[O:16].O=[C:27]([CH3:34])[CH2:28][C:29]([O:31][CH2:32][CH3:33])=[O:30]>C1COCC1>[CH3:34][C:27]1[N:9]([C:5]2[CH:6]=[CH:7][CH:8]=[C:3]([C:2]([F:13])([F:14])[F:1])[CH:4]=2)[C:10](=[O:11])[NH:12][CH:22]([C:21]2[CH:24]=[CH:25][C:18]([N+:15]([O-:17])=[O:16])=[CH:19][CH:20]=2)[C:28]=1[C:29]([O:31][CH2:32][CH3:33])=[O:30]. Starting materials: FC(C=1C=C(C=CC1)NC(=O)N)(F)F (N-[3-(trifluoromethyl)phenyl]urea), polyphosphoric acid ethyl ester, [N+](=O)([O-])C1=CC=C(C=O)C=C1 (4-nitro-benzaldehyde), O=C(CC(=O)OCC)C (ethyl 3-oxobutanoate). The reactants are C([O-])(O)=O.[Na+] (sodium bicarbonate), C(CCCCCCCCCCCCCCC)OC1=CC=C(OCC(=O)Cl)C=C1 ([4-(Hexadecyloxy)phenoxy]acetyl chloride), C(Cl)Cl (methylene chloride), NCC1=NC=CC=C1 (2-(aminomethyl)pyridine). The solvent is C(Cl)(Cl)Cl (chloroform), N1=CC=CC=C1 (pyridine). Conditions: temperature 0 celsius, time 3 hour. The product is C(CCCCCCCCCCCCCCC)OC1=CC=C(OCC(=O)NCC2=NC=CC=C2)C=C1 (2-[4-(Hexadecyloxy)phenoxy]-N-(2-pyridinylmethyl)acetamide). Isolated yield 82.3%. RXN SMILES: [CH2:1]([O:17][C:18]1[CH:28]=[CH:27][C:21]([O:22][CH2:23][C:24](Cl)=[O:25])=[CH:20][CH:19]=1)[CH2:2][CH2:3][CH2:4][CH2:5][CH2:6][CH2:7][CH2:8][CH2:9][CH2:10][CH2:11][CH2:12][CH2:13][CH2:14][CH2:15][CH3:16].C(Cl)Cl.[NH2:32][CH2:33][C:34]1[CH:39]=[CH:38][CH:37]=[CH:36][N:35]=1.C(=O)(O)[O-].[Na+]>C(Cl)(Cl)Cl.N1C=CC=CC=1>[CH2:1]([O:17][C:18]1[CH:28]=[CH:27][C:21]([O:22][CH2:23][C:24]([NH:32][CH2:33][C:34]2[CH:39]=[CH:38][CH:37]=[CH:36][N:35]=2)=[O:25])=[CH:20][CH:19]=1)[CH2:2][CH2:3][CH2:4][CH2:5][CH2:6][CH2:7][CH2:8][CH2:9][CH2:10][CH2:11][CH2:12][CH2:13][CH2:14][CH2:15][CH3:16] |f:3.4|. Procedure details: To a 0° C. solution of 3.0 g of product from Example 87 is added 50 ml of methylene chloride, 0.829 g of 2-(aminomethyl)pyridine and 2.31 g of pyridine. The reaction is stirred at 0° C. for 3 hours; followed by 20 hours at room temperature. The mixture is poured into chloroform and saturated sodium bicarbonate. The aqueous layer is extracted with chloroform and the combined chloroform layers are washed with saturated sodium chloride, dried and concentrated in vacuo. The residue is purified by co... Reported procedure: To a solution of tert-butyl (5-(5-chloro-2-(4-(N-(2,4-dimethoxybenzyl)-N-(1,2,4-thiadiazol-5-yl)sulfamoyl)-2,5-difluorophenoxy)phenyl)benzo[d]isoxazol-3-yl)carbamate (1.09 g, 1.39 mmol) in N,N-dimethylformamide (3 mL) was added sodium hydride (0.061 g of a 60% dispersion in mineral oil, 1.53 mmol) and the reaction mixture was stirred for 10 minutes at ambient temperature. Iodomethane (87 μL, 1.39 mmol) was added and the reaction mixture for stirred for 30 minutes at ambient temperature. The reac... Reaction SMILES: [Cl:1][C:2]1[CH:3]=[CH:4][C:5]([O:25][C:26]2[CH:31]=[C:30]([F:32])[C:29]([S:33](=[O:52])(=[O:51])[N:34]([CH2:40][C:41]3[CH:46]=[CH:45][C:44]([O:47][CH3:48])=[CH:43][C:42]=3[O:49][CH3:50])[C:35]3[S:39][N:38]=[CH:37][N:36]=3)=[CH:28][C:27]=2[F:53])=[C:6]([C:8]2[CH:9]=[CH:10][C:11]3[O:15][N:14]=[C:13]([NH:16][C:17](=[O:23])[O:18][C:19]([CH3:22])([CH3:21])[CH3:20])[C:12]=3[CH:24]=2)[CH:7]=1.[H-].[Na+].I[CH3:57]>CN(C)C=O.C(OCC)(=O)C.[Cl-].[NH4+]>[Cl:1][C:2]1[CH:3]=[CH:4][C:5]([O:25][C:26]2[CH:31]=[C:30]([F:32])[C:29]([S:33](=[O:52])(=[O:51])[N:34]([CH2:40][C:41]3[CH:46]=[CH:45][C:44]([O:47][CH3:48])=[CH:43][C:42]=3[O:49][CH3:50])[C:35]3[S:39][N:38]=[CH:37][N:36]=3)=[CH:28][C:27]=2[F:53])=[C:6]([C:8]2[CH:9]=[CH:10][C:11]3[O:15][N:14]=[C:13]([N:16]([CH3:57])[C:17](=[O:23])[O:18][C:19]([CH3:20])([CH3:22])[CH3:21])[C:12]=3[CH:24]=2)[CH:7]=1 |f:1.2,6.7|. Starting materials: ClC=1C=CC(=C(C1)C=1C=CC2=C(C(=NO2)NC(OC(C)(C)C)=O)C1)OC1=C(C=C(C(=C1)F)S(N(C1=NC=NS1)CC1=C(C=C(C=C1)OC)OC)(=O)=O)F (tert-butyl (5-(5-chloro-2-(4-(N-(2,4-dimethoxybenzyl)-N-(1,2,4-thiadiazol-5-yl)sulfamoyl)-2,5-difluorophenoxy)phenyl)benzo[d]isoxazol-3-yl)carbamate), [H-].[Na+] (sodium hydride), IC (Iodomethane). Yields the product ClC=1C=CC(=C(C1)C=1C=CC2=C(C(=NO2)N(C(OC(C)(C)C)=O)C)C1)OC1=C(C=C(C(=C1)F)S(N(C1=NC=NS1)CC1=C(C=C(C=C1)OC)OC)(=O)=O)F (tert-butyl (5-(5-chloro-2-(4-(N-(2,4-dimethoxybenzyl)-N-(1,2,4-thiadiazol-5-yl)sulfamoyl)-2,5-difluorophenoxy)-phenyl)benzo[d]isoxazol-3-yl)(methyl)carbamate). Run in C(C)(=O)OCC (ethyl acetate), [Cl-].[NH4+] (ammonium chloride), CN(C=O)C (N,N-dimethylformamide). Reaction conditions: time 10 minute. Starting materials: CCCCCCC(C)OC(=O)c1ccc(OC(C)=O)c(F)c1, CCO, NCc1ccccc1. The product is CCCCCCC(C)OC(=O)c1ccc(O)c(F)c1. As a reaction SMILES: [C:1](=[O:2])([CH3:3])[O:4][c:5]1[c:6]([F:22])[cH:7][c:8]([C:11](=[O:12])[O:13][CH:14]([CH2:15][CH2:16][CH2:17][CH2:18][CH2:19][CH3:20])[CH3:21])[cH:9][cH:10]1.[CH3:31][CH2:32][OH:33].[NH2:23][CH2:24][c:25]1[cH:26][cH:27][cH:28][cH:29][cH:30]1>>[OH:4][c:5]1[c:6]([F:22])[cH:7][c:8]([C:11](=[O:12])[O:13][CH:14]([CH2:15][CH2:16][CH2:17][CH2:18][CH2:19][CH3:20])[CH3:21])[cH:9][cH:10]1. Yields the product C[C@@H]([C@H](C=1C=CC=CC1)O)NC (pseudoephedrine). Starting materials: C(C1=CC=CC=C1)OC(=O)NN=CC(C)(C)C (N′-(2,2-dimethyl-propylidene)-hydrazinecarboxylic acid benzyl ester), O1N[SiH2]CC1 (oxazasilolidine), crude material, ice brine, C(C=C)[Si@]1(OC([C@@H](N1C)C)C1=CC=CC=C1)Cl ((S,S)-2-allyl-2-chloro-3,4-dimethyl-5-phenyl-[1,3,2]oxazasilolidine). Reaction conditions: time 5 day. Solvent: hexanes. Procedure details: A 5 L, 4-neck flask equipped with thermometer and magnetic stirring, was dried in an oven and maintained under argon while 2 L anhydrous CH2Cl2 was added, followed by N′-(2,2-dimethyl-propylidene)-hydrazinecarboxylic acid benzyl ester (220 g, 939 mmoles). The mixture was chilled and stirred in large, ca. 10 gal ice/brine bath at 2-3° C. (S,S)-2-allyl-2-chloro-3,4-dimethyl-5-phenyl-[1,3,2]oxazasilolidine (363 g, 1.355 moles) was added to the flask over ca. 30 min using a cannula and assistance wi... As a reaction SMILES: C(OC(NN=CC(C)(C)C)=O)C1C=CC=CC=1.C([Si@]1(Cl)[N:25]([CH3:26])[C@@H:24]([CH3:27])[CH:23]([C:28]2[CH:33]=[CH:32][CH:31]=[CH:30][CH:29]=2)[O:22]1)C=C.O1CC[SiH2]N1>>[CH3:27][C@H:24]([NH:25][CH3:26])[C@@H:23]([OH:22])[C:28]1[CH:33]=[CH:32][CH:31]=[CH:30][CH:29]=1. The reactants are C(C)(C)[N-]C(C)C.[Li+] (lithium diisopropylamide), COC(CC=1C=CC2=C(N=C(O2)C(C(C(F)(F)F)(F)F)(F)F)C1)=O (methyl(2-heptafluoropropylbenzoxazol-5-yl)acetate), CI (methyl iodide). Reported procedure: A solution of lithium diisopropylamide (2.0M solution in tetrahydrofuran/ethyl benzene/heptane, 15.32 ml, 0.0306 mol) was added dropwise to a solution of methyl(2-heptafluoropropylbenzoxazol-5-yl)acetate (11.0 g, 0.0306 mol) in tetrahydrofuran (175 ml) at −70° C. under a nitrogen atmosphere and the mixture was stirred at −70° C. for 1 hour. A solution of methyl iodide (39.1 g, 0.275 mol) in tetrahydrofuran (25 ml) was added dropwise and the mixture was stirred at −70° C. for a further 1 hour. Th... Yields the product FC(C(C=1OC2=C(N1)C=C(C=C2)C(C(=O)OC)C)(F)F)(C(F)(F)F)F (methyl 2-(2-heptafluoropropylbenzoxazol-5-yl)propionate). Run in O1CCCC1 (tetrahydrofuran), O1CCCC1 (tetrahydrofuran). RXN SMILES: [CH:1]([N-]C(C)C)(C)C.[Li+].[CH3:9][O:10][C:11](=[O:32])[CH2:12][C:13]1[CH:14]=[CH:15][C:16]2[O:20][C:19]([C:21]([F:30])([F:29])[C:22]([F:28])([F:27])[C:23]([F:26])([F:25])[F:24])=[N:18][C:17]=2[CH:31]=1.CI>O1CCCC1>[F:28][C:22]([F:27])([C:23]([F:24])([F:25])[F:26])[C:21]([F:30])([F:29])[C:19]1[O:20][C:16]2[CH:15]=[CH:14][C:13]([CH:12]([CH3:1])[C:11]([O:10][CH3:9])=[O:32])=[CH:31][C:17]=2[N:18]=1 |f:0.1|. Reaction conditions: temperature -70 celsius, time 1 hour. Isolated yield 101.6%. Reactants: CCOC(C)=O, ClCCl, O=C(Cl)c1cccc([N+](=O)[O-])c1, O, c1ccn2cccc2c1. The product is O=C(c1cccc([N+](=O)[O-])c1)c1ccc2ccccn12. As a reaction SMILES: [CH3:22][CH2:23][O:24][C:25](=[O:26])[CH3:27].[Cl:29][CH2:30][Cl:31].[N+:1](=[O:2])([O-:3])[c:4]1[cH:5][c:6]([C:7](=[O:8])[Cl:9])[cH:10][cH:11][cH:12]1.[OH2:28].[cH:13]1[cH:14][cH:15][n:16]2[cH:17][cH:18][cH:19][c:20]2[cH:21]1>>[N+:1](=[O:2])([O-:3])[c:4]1[cH:5][c:6]([C:7](=[O:8])[c:17]2[n:16]3[cH:15][cH:14][cH:13][cH:21][c:20]3[cH:19][cH:18]2)[cH:10][cH:11][cH:12]1.